From a dataset of the Open Reaction Database (ORD), a public repository of structured organic reaction records. describe an organic reaction: reactants, conditions, products, and yield Starting materials: Fc1cc(F)c(Nc2nc3ccc(Br)cc3c3c(Cl)nccc23)c(F)c1, C1CCOC1, Cl, [Na+], O=C([O-])O. Yields the product O=c1[nH]ccc2c(Nc3c(F)cc(F)cc3F)nc3ccc(Br)cc3c12. As a reaction SMILES: [Br:1][c:2]1[cH:3][c:4]2[c:5]([n:6][c:7]([NH:15][c:16]3[c:17]([F:24])[cH:18][c:19]([F:23])[cH:20][c:21]3[F:22])[c:8]3[cH:9][cH:10][n:11][c:12]([Cl:14])[c:13]23)[cH:25][cH:26]1.[CH2:33]1[O:34][CH2:35][CH2:36][CH2:37]1.[ClH:27].[Na+:32].[O-:28][C:29]([OH:30])=[O:31]>>[Br:1][c:2]1[cH:3][c:4]2[c:5]([n:6][c:7]([NH:15][c:16]3[c:17]([F:24])[cH:18][c:19]([F:23])[cH:20][c:21]3[F:22])[c:8]3[cH:9][cH:10][nH:11][c:12](=[O:28])[c:13]23)[cH:25][cH:26]1. The reactants are CC(C(=O)OCC)(C)SC[C@H]1OCCCC1 (ethyl 2-methyl-2-{[(2S)-oxan-2-ylmethyl]sulfanyl}propanoate), O.[OH-].[Li+] (lithium hydroxide monohydrate). The solvent is O1CCOCC1.O (1,4-dioxane water). Reaction conditions: time 2 day. Yields the product CC(C(=O)O)(C)SC[C@H]1OCCCC1 (2-methyl-2-{[(2S)-oxan-2-ylmethyl]sulfanyl}propanoic acid). Isolated yield 153.4%. Reaction SMILES: [CH3:1][C:2]([S:9][CH2:10][C@@H:11]1[CH2:16][CH2:15][CH2:14][CH2:13][O:12]1)([CH3:8])[C:3]([O:5]CC)=[O:4].O.[OH-].[Li+]>O1CCOCC1.O>[CH3:8][C:2]([S:9][CH2:10][C@@H:11]1[CH2:16][CH2:15][CH2:14][CH2:13][O:12]1)([CH3:1])[C:3]([OH:5])=[O:4] |f:1.2.3,4.5|. Procedure: To a solution of 2.17 g (6.18 mmol) of ethyl 2-methyl-2-{[(2S)-oxan-2-ylmethyl]sulfanyl}propanoate (70%) in THF/water (1/1, 40 mL) are added 1.39 g (18.52 mmol) of lithium hydroxide monohydrate. The reaction is stirred at room temperature for 2 d, then concentrated under reduced pressure to remove the organic solvent. The aqueous residue is washed with diethyl ether (200 mL), then acidified with 6N aqueous HCl solution and extracted with ethyl acetate (3×20 mL). The combined organic extracts are... Reactants: CCOC(=O)C(=O)OCC, CCOC1=CCCCC1=O, CCOCC, ClC(Cl)Cl, Cl, C1CCOC1, O. Yields the product CCOC(=O)C(=O)C1CCC=C(OCC)C1=O. As a reaction SMILES: [CH2:11]([CH3:12])[O:13][C:14]([C:15](=[O:16])[O:17][CH2:18][CH3:19])=[O:20].[CH2:1]([CH3:2])[O:3][C:4]1=[CH:9][CH2:8][CH2:7][CH2:6][C:5]1=[O:10].[CH3:26][CH2:27][O:28][CH2:29][CH3:30].[CH:21]([Cl:22])([Cl:23])[Cl:24].[ClH:25].[O:31]1[CH2:32][CH2:33][CH2:34][CH2:35]1.[OH2:36]>>[CH2:1]([CH3:2])[O:3][C:4]1=[CH:9][CH2:8][CH2:7][CH:6]([C:15]([C:14]([O:13][CH2:11][CH3:12])=[O:20])=[O:16])[C:5]1=[O:10]. Starting materials: ClC1=C(C=C(C(=C1)OC)OC)C(=O)C1=CC=CC=C1 ((2-chloro-4,5-dimethoxyphenyl)-phenylmethanone), II (iodine), ClC1=CC(=C(C=C1)OC)OC (4-chloro-1,2-dimethoxybenzene), N1=C(C=CC=C1)OC(C1=CC=CC=C1)=O ((2-pyridinyl)-benzoate), ClC1=CC(=C(C=C1)OC)OC (4-chloro-1,2-dimethoxybenzene), C(C1=CC=CC=C1)(=O)Cl (benzoyl chloride). Solvent: FC(C(=O)O)(F)F (trifluoroacetic acid). Product: OC1=CC(=C(C=C1O)C(=O)C1=CC=CC=C1)Cl ((4,5-dihydroxy-2-chlorophenyl)phenylmethanone). As a reaction SMILES: [Cl:1][C:2]1[CH:7]=[C:6]([O:8]C)[C:5]([O:10]C)=[CH:4][C:3]=1[C:12]([C:14]1[CH:19]=[CH:18][CH:17]=[CH:16][CH:15]=1)=[O:13].ClC1C=CC(OC)=C(OC)C=1.C(Cl)(=O)C1C=CC=CC=1.II.N1C=CC=CC=1OC(=O)C1C=CC=CC=1>FC(F)(F)C(O)=O>[OH:8][C:6]1[C:5]([OH:10])=[CH:4][C:3]([C:12]([C:14]2[CH:19]=[CH:18][CH:17]=[CH:16][CH:15]=2)=[O:13])=[C:2]([Cl:1])[CH:7]=1. Reported procedure: The afore-mentioned dihydroxyketone can also be obtained in two stages analogously to Example 9(a) and (b). The (2-chloro-4,5-dimethoxyphenyl)-phenylmethanone required for this purpose can be obtained by acylating 4-chloro-1,2-dimethoxybenzene with benzoyl chloride in the presence of iodine. It is easier to obtain, however, if one equivalent of 4-chloro-1,2-dimethoxybenzene is heated in a bomb tube at 150° for 2 hours with 1.1 equivalents of (2-pyridinyl)-benzoate in trifluoroacetic acid. After ...